This data is from the Open Reaction Database (ORD), a public repository of structured organic reaction records. The task is: describe an organic reaction: reactants, conditions, products, and yield Starting materials: CC(=O)OCC1OC(OC(C)=O)C(OS(=O)(=O)C(F)(F)F)C(OC(C)=O)C1OC(C)=O, ClCCl, [N-]=[N+]=[N-], [Na+], CN(C)C=O. The product is CC(=O)OCC1OC(OC(C)=O)C(N=[N+]=[N-])C(OC(C)=O)C1OC(C)=O. As a reaction SMILES: [C:1]([CH3:2])(=[O:3])[O:4][CH:5]1[CH:6]([O:7][S:8]([C:9]([F:10])([F:11])[F:12])(=[O:13])=[O:14])[CH:15]([O:16][C:17]([CH3:18])=[O:19])[CH:20]([O:21][C:22]([CH3:23])=[O:24])[CH:25]([CH2:27][O:28][C:29]([CH3:30])=[O:31])[O:26]1.[Cl:41][CH2:42][Cl:43].[N-:33]=[N+:34]=[N-:35].[Na+:32].[O:36]=[CH:37][N:38]([CH3:39])[CH3:40]>>[C:1]([CH3:2])(=[O:3])[O:4][CH:5]1[CH:6]([N:33]=[N+:34]=[N-:35])[CH:15]([O:16][C:17]([CH3:18])=[O:19])[CH:20]([O:21][C:22]([CH3:23])=[O:24])[CH:25]([CH2:27][O:28][C:29]([CH3:30])=[O:31])[O:26]1. Reactants: FC(C=1C=CC(=NC1)OC1=CC=C(C=C1)O)(F)F (4-(5-trifluoromethyl-pyridin-2-yloxy)-phenol), [I-].C1N(CC2=CC=CC=C12)C(=O)N1C=[N+](C=C1)C (3-(1,3-dihydro-isoindole-2-carbonyl)-1-methyl-3H-imidazol-1-ium iodide). The product is FC(C=1C=CC(=NC1)OC1=CC=C(C=C1)OC(=O)N1CC2=CC=CC=C2C1)(F)F (1,3-Dihydro-isoindole-2-carboxylic acid 4-(5-trifluoromethyl-pyridin-2-yloxy)-phenyl ester). Reaction SMILES: [F:1][C:2]([F:18])([F:17])[C:3]1[CH:4]=[CH:5][C:6]([O:9][C:10]2[CH:15]=[CH:14][C:13]([OH:16])=[CH:12][CH:11]=2)=[N:7][CH:8]=1.[I-].[CH2:20]1[C:28]2[C:23](=[CH:24][CH:25]=[CH:26][CH:27]=2)[CH2:22][N:21]1[C:29](N1C=C[N+](C)=C1)=[O:30]>>[F:18][C:2]([F:1])([F:17])[C:3]1[CH:4]=[CH:5][C:6]([O:9][C:10]2[CH:11]=[CH:12][C:13]([O:16][C:29]([N:21]3[CH2:22][C:23]4[C:28](=[CH:27][CH:26]=[CH:25][CH:24]=4)[CH2:20]3)=[O:30])=[CH:14][CH:15]=2)=[N:7][CH:8]=1 |f:1.2|. Procedure details: The title compound was prepared from 4-(5-trifluoromethyl-pyridin-2-yloxy)-phenol and 3-(1,3-dihydro-isoindole-2-carbonyl)-1-methyl-3H-imidazol-1-ium iodide. The crude product was recrystallized (ethanol) (≈100). HPLC-MS m/z=401.1 (M+1), Rt: 5.1 min.